Dataset: the Open Reaction Database (ORD), a public repository of structured organic reaction records. Task: describe an organic reaction: reactants, conditions, products, and yield Reactants: Cc1cc(CC(NC(=O)N2CCC(c3cc4ccccc4[nH]c3=O)CC2)C(=O)NC(CCCCNC(=O)OC(C)(C)C)C(=O)N2CCN(c3ccncc3)CC2)cc2cn[nH]c12, ClCCl, O=C(O)C(F)(F)F. Yields the product Cc1cc(CC(NC(=O)N2CCC(c3cc4ccccc4[nH]c3=O)CC2)C(=O)NC(CCCCN)C(=O)N2CCN(c3ccncc3)CC2)cc2cn[nH]c12. As a reaction SMILES: [CH3:1][c:2]1[cH:3][c:4]([CH2:11][CH:12]([C:13](=[O:14])[NH:15][CH:16]([CH2:17][CH2:18][CH2:19][CH2:20][NH:21][C:22](=[O:23])[O:24][C:25]([CH3:26])([CH3:27])[CH3:28])[C:29]([N:30]2[CH2:31][CH2:32][N:33]([c:36]3[cH:37][cH:38][n:39][cH:40][cH:41]3)[CH2:34][CH2:35]2)=[O:42])[NH:43][C:44](=[O:45])[N:46]2[CH2:47][CH2:48][CH:49]([c:52]3[c:53](=[O:62])[nH:54][c:55]4[cH:56][cH:57][cH:58][cH:59][c:60]4[cH:61]3)[CH2:50][CH2:51]2)[cH:5][c:6]2[cH:7][n:8][nH:9][c:10]12.[Cl:70][CH2:71][Cl:72].[OH:63][C:64]([C:65]([F:66])([F:67])[F:68])=[O:69]>>[CH3:1][c:2]1[cH:3][c:4]([CH2:11][CH:12]([C:13](=[O:14])[NH:15][CH:16]([CH2:17][CH2:18][CH2:19][CH2:20][NH2:21])[C:29]([N:30]2[CH2:31][CH2:32][N:33]([c:36]3[cH:37][cH:38][n:39][cH:40][cH:41]3)[CH2:34][CH2:35]2)=[O:42])[NH:43][C:44](=[O:45])[N:46]2[CH2:47][CH2:48][CH:49]([c:52]3[c:53](=[O:62])[nH:54][c:55]4[cH:56][cH:57][cH:58][cH:59][c:60]4[cH:61]3)[CH2:50][CH2:51]2)[cH:5][c:6]2[cH:7][n:8][nH:9][c:10]12.